From a dataset of the Open Reaction Database (ORD), a public repository of structured organic reaction records. describe an organic reaction: reactants, conditions, products, and yield The reactants are C(C)(C)C1=CC=C(C=C1)S(=O)(=O)NC(C(OC1=C(C=C(C=C1)C(=O)O)CCC)C1=CC2=C(C=C1)OCO2)=O (N-(4-iso-propylbenzenesulfonyl)-α-(4-carboxy-2-n-propylphenoxy)-3,4-methylenedioxyphenylacetamide), product, C(=O)(N1C=NC=C1)N1C=NC=C1 (1,1'-carbonyldiimidazole), S(=O)(=O)(N)N (sulfamide), C1CCC2=NCCCN2CC1 (DBU), C8, 600E. Run in O1CCCC1 (tetrahydrofuran). Conditions: time 2 hour. Yields the product C(C)(C)C1=CC=C(C=C1)S(=O)(=O)NC(C(OC1=C(C=C(C=C1)C(NS(N)(=O)=O)=O)CCC)C1=CC2=C(C=C1)OCO2)=O (N-(4-iso-propylbenzenesulfonyl)-α-(4-(sulfamylcarbamyl)-2-n -propylphenoxy)-3,4-methylenedioxyphenylacetamide). Isolated yield 27.6%. RXN SMILES: [CH:1]([C:4]1[CH:9]=[CH:8][C:7]([S:10]([NH:13][C:14](=[O:38])[CH:15]([C:29]2[CH:34]=[CH:33][C:32]3[O:35][CH2:36][O:37][C:31]=3[CH:30]=2)[O:16][C:17]2[CH:22]=[CH:21][C:20]([C:23](O)=[O:24])=[CH:19][C:18]=2[CH2:26][CH2:27][CH3:28])(=[O:12])=[O:11])=[CH:6][CH:5]=1)([CH3:3])[CH3:2].C(N1C=CN=C1)(N1C=CN=C1)=O.[S:51]([NH2:55])([NH2:54])(=[O:53])=[O:52].C1CCN2C(=NCCC2)CC1>O1CCCC1>[CH:1]([C:4]1[CH:9]=[CH:8][C:7]([S:10]([NH:13][C:14](=[O:38])[CH:15]([C:29]2[CH:34]=[CH:33][C:32]3[O:35][CH2:36][O:37][C:31]=3[CH:30]=2)[O:16][C:17]2[CH:22]=[CH:21][C:20]([C:23](=[O:24])[NH:54][S:51](=[O:53])(=[O:52])[NH2:55])=[CH:19][C:18]=2[CH2:26][CH2:27][CH3:28])(=[O:11])=[O:12])=[CH:6][CH:5]=1)([CH3:3])[CH3:2]. Procedure details: A solution of 158 mg (0.293 mmol) of N-(4-iso-propylbenzenesulfonyl)-α-(4-carboxy-2-n-propylphenoxy)-3,4-methylenedioxyphenylacetamide (free acid form of the product of Example 58) and 71 mg (0.440 mmol) of 1,1'-carbonyldiimidazole in 1 mL of dry tetrahydrofuran was refluxed for 3.5 hours. The reaction mixture was cooled to room temperature and 141 mg (1.47 mmol) of sulfamide and 110 μL (0.733 mmol) of DBU were added and the mixture was refluxed again. The reaction progress was monitored by anal... The reactants are CC(=O)Nc1ccc(O)cc1, C=O, C=O, Cl, O=C(O)CNCC(=O)O, [Na+], [OH-], O, O=C(O)CNCC(=O)O. Product: CC(=O)Nc1ccc(O)c(CN(CC(=O)O)CC(=O)O)c1. RXN SMILES: [C:14]([CH3:15])(=[O:16])[NH:17][c:18]1[cH:19][cH:20][c:21]([OH:24])[cH:22][cH:23]1.[CH2:12]=[O:13].[CH2:34]=[O:35].[ClH:36].[NH:25]([CH2:26][C:31]([OH:32])=[O:33])[CH2:27][C:28]([OH:29])=[O:30].[Na+:11].[OH-:10].[OH2:37].[OH:1][C:2](=[O:3])[CH2:4][NH:5][CH2:6][C:7]([OH:8])=[O:9]>>[OH:1][C:2](=[O:3])[CH2:4][N:5]([CH2:6][C:7]([OH:8])=[O:9])[CH2:26][c:22]1[c:21]([OH:24])[cH:20][cH:19][c:18]([NH:17][C:14]([CH3:15])=[O:16])[cH:23]1. The reactants are Br, COc1cc(-c2ncc(C(F)(F)F)cc2F)c(F)cc1Cl, O. Product: Oc1cc(-c2ncc(C(F)(F)F)cc2F)c(F)cc1Cl. As a reaction SMILES: [BrH:22].[F:1][c:2]1[c:3](-[c:12]2[c:13]([F:21])[cH:14][c:15]([Cl:20])[c:16]([O:18][CH3:19])[cH:17]2)[n:4][cH:5][c:6]([C:8]([F:9])([F:10])[F:11])[cH:7]1.[OH2:23]>>[F:1][c:2]1[c:3](-[c:12]2[c:13]([F:21])[cH:14][c:15]([Cl:20])[c:16]([OH:18])[cH:17]2)[n:4][cH:5][c:6]([C:8]([F:9])([F:10])[F:11])[cH:7]1. The reactants are O1C2=C(C=C1CO)CCC2 ((5,6-dihydro-4H-cyclopenta[b]furan-2-yl)methanol). The reagents and catalysts are O=[Mn]=O (MnO2). Solvent: C(Cl)(Cl)Cl (CHCl3). Yields the product O1C2=C(C=C1C=O)CCC2 (5,6-Dihydro-4H-cyclopenta[b]furan-2-carbaldehyde), crystals. The yield is 77.0%. RXN SMILES: [O:1]1[C:5]([CH2:6][OH:7])=[CH:4][C:3]2[CH2:8][CH2:9][CH2:10][C:2]1=2>O=[Mn]=O.C(Cl)(Cl)Cl>[O:1]1[C:5]([CH:6]=[O:7])=[CH:4][C:3]2[CH2:8][CH2:9][CH2:10][C:2]1=2. Procedure: Activated MnO2 (9.3 g) was added to the CHCl3 (135 mL) solution of (5,6-dihydro-4H-cyclopenta[b]furan-2-yl)methanol (1.86 g) and refluxed for 1 h under a nitrogen atmosphere. The reaction mixture was filtered through a pad of Celite. The filtrate was concentrated under reduced pressure. The residue was applied to silica gel column chromatography, then the column was eluted with n-hexane-AcOEt (9/1-7/1). The titled compound was obtained as yellow crystals (1.51 g, 77%). The reactants are C(=O)([O-])[O-].[K+].[K+] (K2CO3), C(C)(C)(C)OC(N[C@H]1CSC[C@H]([C@@H]1O)CC1=CC(=C(C(=C1)OC(C(F)(F)F)C(F)(F)F)[N+](=O)[O-])F)=O ({(3R,4S,5S)-5-[3-fluoro-4-nitro-5-(2,2,2-trifluoro-1-trifluoromethyl-ethoxy)-benzyl]-4-hydroxy-tetrahydro-thiopyran-3-yl}-carbamic acid tert-butyl ester), OOS(=O)[O-].[K+] (oxone), CC(=O)[O-].[Na+] (NaOAc), S(=O)(=O)([O-])S(=O)[O-].[Na+].[Na+] (sodium metabisulfite). Solvent: C1CCOC1.O (THF H2O). Run at temperature 25 celsius, time 2 hour. Yields the product C(C)(C)(C)OC(N[C@H]1CS(C[C@H]([C@@H]1O)CC1=CC(=C(C(=C1)OC(C(F)(F)F)C(F)(F)F)[N+](=O)[O-])F)(=O)=O)=O ({(3R,4S,5S)-5-[3-Fluoro-4-nitro-5-(2,2,2-trifluoro-1-trifluoromethyl-ethoxy)-benzyl]-4-hydroxy-1,1-dioxo-hexahydro-1lambda*6*-thiopyran-3-yl}-carbamic acid tert-butyl ester). RXN SMILES: [C:1]([O:5][C:6](=[O:36])[NH:7][C@@H:8]1[C@@H:13]([OH:14])[C@H:12]([CH2:15][C:16]2[CH:21]=[C:20]([O:22][CH:23]([C:28]([F:31])([F:30])[F:29])[C:24]([F:27])([F:26])[F:25])[C:19]([N+:32]([O-:34])=[O:33])=[C:18]([F:35])[CH:17]=2)[CH2:11]S[CH2:9]1)([CH3:4])([CH3:3])[CH3:2].O[O:38][S:39]([O-:41])=O.[K+].CC([O-])=O.[Na+].S(S([O-])=O)([O-])(=O)=O.[Na+].[Na+].C([O-])([O-])=O.[K+].[K+]>C1COCC1.O>[C:1]([O:5][C:6](=[O:36])[NH:7][C@@H:8]1[C@@H:13]([OH:14])[C@H:12]([CH2:15][C:16]2[CH:21]=[C:20]([O:22][CH:23]([C:24]([F:25])([F:27])[F:26])[C:28]([F:29])([F:31])[F:30])[C:19]([N+:32]([O-:34])=[O:33])=[C:18]([F:35])[CH:17]=2)[CH2:11][S:39](=[O:41])(=[O:38])[CH2:9]1)([CH3:3])([CH3:4])[CH3:2] |f:1.2,3.4,5.6.7,8.9.10,11.12|. Reported procedure: To a solution of {(3R,4S,5S)-5-[3-fluoro-4-nitro-5-(2,2,2-trifluoro-1-trifluoromethyl-ethoxy)-benzyl]-4-hydroxy-tetrahydro-thiopyran-3-yl}-carbamic acid tert-butyl ester (3.31 g, 6.0 mmol) in THF-H2O 1:1 (150 mL) was added oxone (7.6 g, 12.0 mmol). After stirring the reaction mixture for 2 h at 25° C., 2.5 g NaOAc and 3 g sodium metabisulfite were added. The reaction mixture was stirred for 0.5 h, basified with saturated aq. K2CO3-solution and the product was extracted with EtOAc. Combined organ... RXN SMILES: [CH3:10][OH:11].[ClH:12].[F:1][c:2]1[c:3]([C:8]#[N:9])[n:4][cH:5][cH:6][cH:7]1>>[F:1][c:2]1[c:3]([CH2:8][NH2:9])[n:4][cH:5][cH:6][cH:7]1. The reactants are CO, Cl, N#Cc1ncccc1F. The product is NCc1ncccc1F. Starting materials: O=C([O-])[O-], CCOC(C)=O, CN(C)C=O, Fc1ccc(C(c2ccc(F)cc2)N2CCNCC2)cc1, CC(Br)C(=O)Nc1cccc(F)c1, [K+], [K+], C1CCOC1. Product: CC(C(=O)Nc1cccc(F)c1)N1CCN(C(c2ccc(F)cc2)c2ccc(F)cc2)CC1. RXN SMILES: [C:35](=[O:36])([O-:37])[O-:38].[CH3:41][CH2:42][O:43][C:44](=[O:45])[CH3:46].[CH3:52][N:53]([CH3:54])[CH:55]=[O:56].[F:1][c:2]1[cH:3][cH:4][c:5]([CH:8]([N:9]2[CH2:10][CH2:11][NH:12][CH2:13][CH2:14]2)[c:15]2[cH:16][cH:17][c:18]([F:21])[cH:19][cH:20]2)[cH:6][cH:7]1.[F:22][c:23]1[cH:24][c:25]([NH:29][C:30]([CH:31]([CH3:32])[Br:33])=[O:34])[cH:26][cH:27][cH:28]1.[K+:39].[K+:40].[O:47]1[CH2:48][CH2:49][CH2:50][CH2:51]1>>[F:1][c:2]1[cH:3][cH:4][c:5]([CH:8]([N:9]2[CH2:10][CH2:11][N:12]([CH:31]([C:30]([NH:29][c:25]3[cH:24][c:23]([F:22])[cH:28][cH:27][cH:26]3)=[O:34])[CH3:32])[CH2:13][CH2:14]2)[c:15]2[cH:16][cH:17][c:18]([F:21])[cH:19][cH:20]2)[cH:6][cH:7]1. Reactants: C1(=CC=C(C=C1)S(=O)(=O)CC#N)C ((Toluene-4-sulfonyl)-acetonitrile), C1(=CC=C(C=C1)S(=O)(=O)CC#N)C ((toluene-4-sulfonyl)-acetonitrile), BrCCCCBr (1,4-dibromobutane). The reagents and catalysts are [Cl-].C(C1=CC=CC=C1)[N+](CC)(CC)CC (benzyltriethylammonium chloride). Run in aqueous soda solution. The product is C1(=CC=C(C=C1)S(=O)(=O)C1(CCCC1)C#N)C (1-(toluene-4-sulfonyl)cyclopentanecarbonitrile). Isolated yield 84.0%. Reaction SMILES: [C:1]1([CH3:13])[CH:6]=[CH:5][C:4]([S:7]([CH2:10][C:11]#[N:12])(=[O:9])=[O:8])=[CH:3][CH:2]=1.Br[CH2:15][CH2:16][CH2:17][CH2:18]Br>[Cl-].C([N+](CC)(CC)CC)C1C=CC=CC=1>[C:1]1([CH3:13])[CH:2]=[CH:3][C:4]([S:7]([C:10]2([C:11]#[N:12])[CH2:18][CH2:17][CH2:16][CH2:15]2)(=[O:8])=[O:9])=[CH:5][CH:6]=1 |f:2.3|. Procedure: Similarly to Example 1 paragraph (a), by reaction of 2 g (10.2 mmol) of (toluene-4-sulfonyl)-acetonitrile with 1.35 ml (11.3 mmol) of 1,4-dibromobutane, 50 ml of aqueous soda solution, 233 mg (1 mmol) of benzyltriethylammonium chloride. 2.14 g of 1-(toluene-4-sulfonyl)cyclopentanecarbonitrile is obtained in the form of a brown powder. (Yield=84%) Reactants: O=C([O-])[O-], CS(=O)(=O)OCCc1ccc(C#N)cc1, CC#N, [Cs+], [Cs+], O=Cc1ccc(O)cc1. The product is N#Cc1ccc(CCOc2ccc(C=O)cc2)cc1. RXN SMILES: [C:25](=[O:26])([O-:27])[O-:28].[CH3:1][S:2](=[O:3])(=[O:4])[O:5][CH2:6][CH2:7][c:8]1[cH:9][cH:10][c:11]([C:14]#[N:15])[cH:12][cH:13]1.[CH3:31][C:32]#[N:33].[Cs+:29].[Cs+:30].[OH:16][c:17]1[cH:18][cH:19][c:20]([CH:21]=[O:22])[cH:23][cH:24]1>>[O:5]([CH2:6][CH2:7][c:8]1[cH:9][cH:10][c:11]([C:14]#[N:15])[cH:12][cH:13]1)[c:17]1[cH:18][cH:19][c:20]([CH:21]=[O:22])[cH:23][cH:24]1.